This data is from the Open Reaction Database (ORD), a public repository of structured organic reaction records. The task is: describe an organic reaction: reactants, conditions, products, and yield The reactants are C(C)(=O)OCC (ethyl acetate), C(=O)(O)[O-].[Na+] (NaHCO3), CC(CCO)(C)O (3-methyl-1,3-butane diol), TEA, FC1=C(C(=C(C(=C1S(=O)(=O)Cl)F)F)F)F (pentafluorobenzenesulfonyl chloride). Run in hexanes, C(Cl)Cl (CH2Cl2). Run at temperature 0 celsius, time 1.5 hour. Product: FC1=C(C(=C(C(=C1F)F)F)F)S(=O)(=O)OCCC(C)(C)O (3-Hydroxy-3-methylbutyl 2,3,4,5,6-pentafluorobenzenesulfonate). RXN SMILES: [CH3:1][C:2]([OH:7])([CH3:6])[CH2:3][CH2:4][OH:5].[F:8][C:9]1[C:14]([S:15](Cl)(=[O:17])=[O:16])=[C:13]([F:19])[C:12]([F:20])=[C:11]([F:21])[C:10]=1[F:22].C([O-])(O)=O.[Na+].C(OCC)(=O)C>C(Cl)Cl>[F:8][C:9]1[C:10]([F:22])=[C:11]([F:21])[C:12]([F:20])=[C:13]([F:19])[C:14]=1[S:15]([O:5][CH2:4][CH2:3][C:2]([OH:7])([CH3:6])[CH3:1])(=[O:17])=[O:16] |f:2.3|. Procedure details: To a solution of 3-methyl-1,3-butane diol (0.79 g, 7.5 mmol) and TEA (0.37 g, 3.6 mmol) in CH2Cl2 (7 mL) at) 0° C. was added pentafluorobenzenesulfonyl chloride (0.80 g, 3.0 mmol). The solution was stirred at 0° C. for 1.5 h. Saturated aqueous NaHCO3 (10 mL) was added to the solution and the mixture was stirred at rt for 15 min. The organics were extracted with CH2Cl2 and washed with 0.5 M HCl (1×20 mL) and saturated aqueous NaCl (1×20 mL). The organics were dried over Na2SO4 and concentrated to... Isolated yield 33.1%. Run in O (water), C(C)N(CC)CC (N,N-diethylethanamine), CN(C=O)C (N,N-dimethylformamide), CN(C=O)C (N,N-dimethylformamide). Starting materials: Br.BrCCN (2-bromoethanamine hydrobromide), 17.2, COC1=C(C=C(C=C1C)N1CCN(CC1)C1=CC=C(C=C1)NC(OC1=CC=CC=C1)=O)C (phenyl [4-[4-(4-methoxy-3,5-dimethylphenyl)-1-piperazinyl]phenyl]carbamate), [H-].[Na+] (sodium hydride), Cl[Si](C)(C)C (chlorotrimethylsilane), BrCCC (1-bromopropane). Conditions: temperature 80 celsius, time 2 hour. Reported procedure: To a stirred mixture of 17.2 parts of phenyl [4-[4-(4-methoxy-3,5-dimethylphenyl)-1-piperazinyl]phenyl]carbamate, 225 parts of N,N-dimethylformamide and 9.1 parts of N,N-diethylethanamine were added 9.6 parts of chlorotrimethylsilane. The whole was stirred first for 2 hours at room temperature and further for 2 hours at 80° C. After cooling, 10.1 parts of 2-bromoethanamine hydrobromide were added and stirring was continued for 1 hour. The resulting solution was added to a stirred mixture of 9.2 ... Yields the product COC1=C(C=C(C=C1C)N1CCN(CC1)C1=CC=C(C=C1)N1C(N(CC1)CCC)=O)C (1-[4-[4-(4-methoxy-3,5-dimethylphenyl)-1-piperazinyl]phenyl]- 3-propyl-2-imidazolidinone). Reaction SMILES: [CH3:1][O:2][C:3]1[C:8]([CH3:9])=[CH:7][C:6]([N:10]2[CH2:15][CH2:14][N:13]([C:16]3[CH:21]=[CH:20][C:19]([NH:22][C:23](=[O:31])OC4C=CC=CC=4)=[CH:18][CH:17]=3)[CH2:12][CH2:11]2)=[CH:5][C:4]=1[CH3:32].Cl[Si](C)(C)C.Br.Br[CH2:40][CH2:41][NH2:42].[H-].[Na+].Br[CH2:46][CH2:47][CH3:48]>O.CN(C)C=O.C(N(CC)CC)C>[CH3:1][O:2][C:3]1[C:4]([CH3:32])=[CH:5][C:6]([N:10]2[CH2:15][CH2:14][N:13]([C:16]3[CH:17]=[CH:18][C:19]([N:22]4[CH2:40][CH2:41][N:42]([CH2:46][CH2:47][CH3:48])[C:23]4=[O:31])=[CH:20][CH:21]=3)[CH2:12][CH2:11]2)=[CH:7][C:8]=1[CH3:9] |f:2.3,4.5|. Starting materials: C1(=CC=CC=C1)C(O)([C@@H]1NCCC1)C1=CC=CC=C1 ((R)-α,α-diphenyl-2-pyrrolidinemethanol), BrCC(=O)C1=CC(=C(C=C1)OCC1=CC=CC=C1)NS(=O)(=O)C (2-bromo-1-[4-phenylmethoxy-3-[(methylsulfonyl)amino]phenyl]ethanone), S(C)C (Me2S), Br (HBr), BH3. Reagents/catalysts: CB1OB(OB(O1)C)C (trimethylboroxine). Run in C1(=CC=CC=C1)C (toluene), C1CCOC1 (THF), C1(=CC=CC=C1)C (toluene). Product: BrC[C@H](O)C1=CC(=C(C=C1)OCC1=CC=CC=C1)NS(=O)(=O)C ((R)-2-Bromo-1-[4-phenylmethoxy-3-[(methylsulfonyl)amino]phenyl]ethanol). Yield: 89.1%. Reaction SMILES: C1(C(C2C=CC=CC=2)([C@H]2CCCN2)O)C=CC=CC=1.[Br:20][CH2:21][C:22]([C:24]1[CH:29]=[CH:28][C:27]([O:30][CH2:31][C:32]2[CH:37]=[CH:36][CH:35]=[CH:34][CH:33]=2)=[C:26]([NH:38][S:39]([CH3:42])(=[O:41])=[O:40])[CH:25]=1)=[O:23].S(C)C.Br>C1(C)C=CC=CC=1.CB1OB(C)OB(C)O1.C1COCC1>[Br:20][CH2:21][C@@H:22]([C:24]1[CH:29]=[CH:28][C:27]([O:30][CH2:31][C:32]2[CH:37]=[CH:36][CH:35]=[CH:34][CH:33]=2)=[C:26]([NH:38][S:39]([CH3:42])(=[O:41])=[O:40])[CH:25]=1)[OH:23]. Procedure: A 25 mL round bottom flask with magnetic stirbar and toluene-filled Dean-Stark trap with reflux condenser and gas bubbler, was charged with (R)-α,α-diphenyl-2-pyrrolidinemethanol (1.13 g, 4.46 mmol) and trimethylboroxine (418 μL, 2.99 mmol) in toluene (11 mL) under N2. The mixture was stirred at ambient temperature for ~30 minutes and then heated to reflux for 2.75 hours. Upon cooling, this solution was added to a stirred ~-13° C. THF (185 mL) solution under N2 containing 2-bromo-1-[4-phenylmeth... The reactants are O (water), BrC=1C=CC(=C(C(=O)OC)C1)NC(COC1=CC=CC=C1)=O (methyl 5-bromo-2-(2-phenoxyacetamido)benzoate), Intermediate 5, C[Si](C)(C)[N-][Si](C)(C)C.[K+] (potassium bis(trimethylsilyl)amide). Solvent: O1CCCC1 (tetrahydrofuran). Run at temperature 0 celsius, time 1.5 hour. Yields the product BrC=1C=C2C(=C(C(NC2=CC1)=O)OC1=CC=CC=C1)O (6-Bromo-4-hydroxy-3-phenoxyquinolin-2(1H)-one). RXN SMILES: [Br:1][C:2]1[CH:3]=[CH:4][C:5]([NH:12][C:13](=[O:22])[CH2:14][O:15][C:16]2[CH:21]=[CH:20][CH:19]=[CH:18][CH:17]=2)=[C:6]([CH:11]=1)[C:7](OC)=[O:8].C[Si]([N-][Si](C)(C)C)(C)C.[K+].O>O1CCCC1>[Br:1][C:2]1[CH:11]=[C:6]2[C:5](=[CH:4][CH:3]=1)[NH:12][C:13](=[O:22])[C:14]([O:15][C:16]1[CH:21]=[CH:20][CH:19]=[CH:18][CH:17]=1)=[C:7]2[OH:8] |f:1.2|. Procedure details: To a solution of methyl 5-bromo-2-(2-phenoxyacetamido)benzoate (7.28 g, 20.0 mmol, Intermediate 5: step a) in tetrahydrofuran (215 mL) at −78° C. was added potassium bis(trimethylsilyl)amide (0.5 M solution in toluene, 118.7 mL, 59.37 mmol) over 7 minutes. The mixture was stirred at −78° C. for 5 minutes and 0° C. for 1.5 hours. The resulting cold solution was quenched with water. The white solid formed was completely dissolved by addition of excess water. The aqueous phase was washed once with ... Starting materials: NC1=CC(=C(C(=O)OC)C=C1)S(=O)(=O)N (methyl 4-amino2-(aminosulfonyl)benzoate), COC1OC(CC1)OC (2,5-dimethoxytetrahydrofuran). Run in C(C)(=O)O (acetic acid). Reaction conditions: temperature 110 celsius, time 1.5 hour. Yields the product NS(=O)(=O)C1=C(C(=O)OC)C=CC(=C1)N1C=CC=C1 (methvl 2-(aminosulfonyl)4-(1H-pyrrol-1-yl)benzoate). Reaction SMILES: [NH2:1][C:2]1[CH:11]=[CH:10][C:5]([C:6]([O:8][CH3:9])=[O:7])=[C:4]([S:12]([NH2:15])(=[O:14])=[O:13])[CH:3]=1.CO[CH:18]1[CH2:22][CH2:21][CH:20](OC)O1>C(O)(=O)C>[NH2:15][S:12]([C:4]1[CH:3]=[C:2]([N:1]2[CH:18]=[CH:22][CH:21]=[CH:20]2)[CH:11]=[CH:10][C:5]=1[C:6]([O:8][CH3:9])=[O:7])(=[O:13])=[O:14]. Reported procedure: In 3 ml of acetic acid, 300 mg (1.3 mmol) of methyl 4-amino2-(aminosulfonyl)benzoate and 0.23 ml of 2,5-dimethoxytetrahydrofuran were dissolved, followed by stirring at 110° C. for 1.5 hours. Acetic acid was then distilled off, followe by the addition of 30 ml of ice water. After the mixture thus obtained wa stirred for 20 minutes, the resulting precipitate was collected by filtration and dried in air. The brown solid thus obtained was purified b column chromatography, using silica gel ("Wako Ge... The reactants are CCOCOCc1ccc2c(c1)OCO2, [Li]CCCC, CCCCCC, CSSC, CCOCC, [Na+], [OH-]. Product: CCOCOCc1ccc2c(c1SC)OCO2. As a reaction SMILES: [CH2:1]([CH3:2])[O:3][CH2:4][O:5][CH2:6][c:7]1[cH:8][c:9]2[c:10]([cH:11][cH:12]1)[O:13][CH2:14][O:15]2.[CH2:22]([Li:23])[CH2:24][CH2:25][CH3:26].[CH3:16][CH2:17][CH2:18][CH2:19][CH2:20][CH3:21].[CH3:27][S:28][S:29][CH3:30].[CH3:33][CH2:34][O:35][CH2:36][CH3:37].[Na+:32].[OH-:31]>>[CH2:1]([CH3:2])[O:3][CH2:4][O:5][CH2:6][c:7]1[c:8]([S:28][CH3:27])[c:9]2[c:10]([cH:11][cH:12]1)[O:13][CH2:14][O:15]2. The reactants are BrCCC1OCCO1, Cc1ccccc1, c1ccc(P(c2ccccc2)c2ccccc2)cc1. The product is [Br-], c1ccc([P+](CCC2OCCO2)(c2ccccc2)c2ccccc2)cc1. RXN SMILES: [Br:1][CH2:2][CH2:3][CH:4]1[O:5][CH2:6][CH2:7][O:8]1.[CH3:28][c:29]1[cH:30][cH:31][cH:32][cH:33][cH:34]1.[c:9]1([P:15]([c:16]2[cH:17][cH:18][cH:19][cH:20][cH:21]2)[c:22]2[cH:23][cH:24][cH:25][cH:26][cH:27]2)[cH:10][cH:11][cH:12][cH:13][cH:14]1>>[Br-:1].[CH2:2]([CH2:3][CH:4]1[O:5][CH2:6][CH2:7][O:8]1)[P+:15]([c:9]1[cH:10][cH:11][cH:12][cH:13][cH:14]1)([c:16]1[cH:17][cH:18][cH:19][cH:20][cH:21]1)[c:22]1[cH:23][cH:24][cH:25][cH:26][cH:27]1.